From a dataset of the Open Reaction Database (ORD), a public repository of structured organic reaction records. describe an organic reaction: reactants, conditions, products, and yield Reactants: S1CNC(C1)=O (4-thiazolidinone), CN(C=O)C (dimethylformamide), CN(C)C=O (DMF), [OH-].[K+] (KOH), BrCCCCBr (1,4-dibromobutane). The solvent is O (H2O). Reaction conditions: time 44 hour. The product is BrCCCCN1CSCC1=O (3-(4-Bromobutyl)-4-thiazolidinone). RXN SMILES: [S:1]1[CH2:5][C:4](=[O:6])[NH:3][CH2:2]1.CN(C)C=O.[OH-].[K+].[Br:14][CH2:15][CH2:16][CH2:17][CH2:18]Br>O>[Br:14][CH2:15][CH2:16][CH2:17][CH2:18][N:3]1[C:4](=[O:6])[CH2:5][S:1][CH2:2]1 |f:2.3|. Procedure details: A mixture of 4-thiazolidinone (25 g), dimethylformamide (DMF hereafter, 500 ml) and KOH (27.16 g) was stirred under N2 at room temperature for 1.5 h. To the resulting mixture was added 1,4-dibromobutane (101 ml), which rapidly caused the reaction mixture to turn milky white. Stirring was continued at room temperature for 44 h. The reaction mixture was poured into H2O (1000 ml) and the aqueous mixture was extracted with ethyl acetate (EtOAc hereafter, 3×300 ml). the combined extracts were washed ... Reactants: [Cl-].[NH4+] (Ammonium chloride), O (water), C(C)O (ethanol), [N+](=O)([O-])C=1C=CC(=C(C#N)C1)N1C(CNCC1)CCO (5-nitro-2-(2-hydroxyethylpiperazin-1-yl)benzonitrile). Reagents/catalysts: [Fe] (iron). Reaction conditions: temperature 65 celsius, time 30 minute. The product is NC=1C=CC(=C(C#N)C1)N1CCN(CC1)CCO (5-Amino-2-[4-(2-hydroxyethyl)piperazin-1-yl]benzonitrile). As a reaction SMILES: [Cl-].[NH4+].O.[N+:4]([C:7]1[CH:8]=[CH:9][C:10]([N:15]2[CH2:20][CH2:19][NH:18][CH2:17][CH:16]2CCO)=[C:11]([CH:14]=1)[C:12]#[N:13])([O-])=O.[CH2:24]([OH:26])[CH3:25]>[Fe]>[NH2:4][C:7]1[CH:8]=[CH:9][C:10]([N:15]2[CH2:16][CH2:17][N:18]([CH2:25][CH2:24][OH:26])[CH2:19][CH2:20]2)=[C:11]([CH:14]=1)[C:12]#[N:13] |f:0.1|. Procedure: Ammonium chloride (1.5 g) and iron powder (13.8 g) were added to a mixed solvent of water (51 ml) and ethanol (170 ml), and the mixture was heated to 65° C. Then, 5-nitro-2-(2-hydroxyethylpiperazin-1-yl)benzonitrile (17 g) was added in parts over 20 min and the mixture was stirred at a refluxing temperature for 30 min. The reaction mixture was ice-cooled and filtrated. The solvent was evaporated under reduced pressure. To the residue was added aqueous sodium hydroxide solution and the mixture wa... The product is FC1=C(C(=CC=C1)F)C1=CC(=C(C=C1)C=1N=CC(=NC1)N)F (5-(2′,3,6′-Trifluorobiphenyl-4-yl)pyrazin-2-amine). The reactants are FC1=C(C=CC(=C1)B1OC(C(O1)(C)C)(C)C)C=1N=CC(=NC1)N (5-(2-fluoro-4-(4,4,5,5-tetramethyl-1,3,2-dioxaborolan-2-yl)phenyl)pyrazin-2-amine), FC1=C(C(=CC=C1)F)Br (2,6-difluorobromobenzene). Reported procedure: The title compound was prepared using analogous conditions to those described in Example 1 utilizing 5-(2-fluoro-4-(4,4,5,5-tetramethyl-1,3,2-dioxaborolan-2-yl)phenyl)pyrazin-2-amine and 2,6-difluorobromobenzene. MS (ESI): mass calcd. for C16H10F3N3, 301.08; m/z found, 302.0 [M+H]+. 1H NMR (400 MHz, DMSO-d6) δ 8.39 (s, 1H), 8.02 (s, 1H), 7.97 (m, 1H), 7.56-7.47 (m, 1H), 7.43 (d, J=12.5, 1H), 7.37 (d, J=7.9, 1H), 7.25 (m, 2H), 6.76 (s, 2H). As a reaction SMILES: [F:1][C:2]1[CH:7]=[C:6](B2OC(C)(C)C(C)(C)O2)[CH:5]=[CH:4][C:3]=1[C:17]1[N:18]=[CH:19][C:20]([NH2:23])=[N:21][CH:22]=1.[F:24][C:25]1[CH:30]=[CH:29][CH:28]=[C:27]([F:31])[C:26]=1Br>>[F:24][C:25]1[CH:30]=[CH:29][CH:28]=[C:27]([F:31])[C:26]=1[C:6]1[CH:5]=[CH:4][C:3]([C:17]2[N:18]=[CH:19][C:20]([NH2:23])=[N:21][CH:22]=2)=[C:2]([F:1])[CH:7]=1. Starting materials: COC1=C(C(OC(=C1)C)=O)C(C=CC1=CC(=CC=C1)C=CC#N)=O (4-methoxy-3-[3-[3-(2-cyanoethenyl)phenyl]-1-oxo-2-propenyl]-6-methyl-2H-pyran-2-one), C(C#C)N (propargylamine). The solvent is C1=CC=CC=C1 (benzene). Yields the product C(C#C)NC1=C(C(OC(=C1)C)=O)C(C=CC1=CC(=CC=C1)C=CC#N)=O (4-propargylamino-3-[3-[3-(2-cyanoethenyl)phenyl]-1-oxo-2-propenyl]-6-methyl-2H-pyran-2-one). Isolated yield 31.7%. RXN SMILES: CO[C:3]1[CH:8]=[C:7]([CH3:9])[O:6][C:5](=[O:10])[C:4]=1[C:11](=[O:24])[CH:12]=[CH:13][C:14]1[CH:19]=[CH:18][CH:17]=[C:16]([CH:20]=[CH:21][C:22]#[N:23])[CH:15]=1.[CH2:25]([NH2:28])[C:26]#[CH:27]>C1C=CC=CC=1>[CH2:25]([NH:28][C:3]1[CH:8]=[C:7]([CH3:9])[O:6][C:5](=[O:10])[C:4]=1[C:11](=[O:24])[CH:12]=[CH:13][C:14]1[CH:19]=[CH:18][CH:17]=[C:16]([CH:20]=[CH:21][C:22]#[N:23])[CH:15]=1)[C:26]#[CH:27]. Reported procedure: To a mixture of 0.20 g of 4-methoxy-3-[3-[3-(2-cyanoethenyl)phenyl]-1-oxo-2-propenyl]-6-methyl-2H-pyran-2-one and 10 ml of benzene was added 34.3 mg of propargylamine, and the mixture was heated under refluxing for 3 hours and 45 minutes. After cooling to room temperature, precipitated crystals were filtered to obtain 68.0 mg of 4-propargylamino-3-[3-[3-(2-cyanoethenyl)phenyl]-1-oxo-2-propenyl]-6-methyl-2H-pyran-2-one [Compound No. (20b)] as a pale brown powder. Starting materials: ClC1=NC(=CC=C1[N+](=O)[O-])OC (2-chloro-6-methoxy-3-nitropyridine), C(C)(C)(C)OC(=O)NCCCN (N-(tert-butoxycarbonyl)-1,3-propanediamine), C(=O)([O-])[O-].[K+].[K+] (K2CO3). The solvent is CC#N (MeCN), CN(C)C=O (DMF). Reaction conditions: temperature 40 celsius. The product is C(C)(C)(C)OC(NCCCNC1=NC(=CC=C1[N+](=O)[O-])OC)=O ([3-(6-methoxy-3-nitro-pyridin-2-ylamino)-propyl]-carbamic acid tert-butyl ester). Yield: 96.5%. As a reaction SMILES: Cl[C:2]1[C:7]([N+:8]([O-:10])=[O:9])=[CH:6][CH:5]=[C:4]([O:11][CH3:12])[N:3]=1.[C:13]([O:17][C:18]([NH:20][CH2:21][CH2:22][CH2:23][NH2:24])=[O:19])([CH3:16])([CH3:15])[CH3:14].C([O-])([O-])=O.[K+].[K+]>CC#N.CN(C=O)C>[C:13]([O:17][C:18](=[O:19])[NH:20][CH2:21][CH2:22][CH2:23][NH:24][C:2]1[C:7]([N+:8]([O-:10])=[O:9])=[CH:6][CH:5]=[C:4]([O:11][CH3:12])[N:3]=1)([CH3:16])([CH3:14])[CH3:15] |f:2.3.4|. Procedure details: A mixture of 2-chloro-6-methoxy-3-nitropyridine (5.9 g; commercial), N-(tert-butoxycarbonyl)-1,3-propanediamine (4.48 g; commercial) and K2CO3 (3.55 g) in MeCN (90 mL) and DMF (25 mL) was heated at 40° C. for 30 min. The reaction mixture was filtered and the filtrate was evaporated under reduced pressure. The residue was taken up in EA, sequentially washed with water and brine and evaporated under reduced pressure, affording 8.1 g (96% yield) of a crude yellow solid which was used in the next st... Reactants: C1=CC=CC1 (cyclopentadiene), C(=S)(Cl)Cl (thiophosgene), NO (hydroxylamine). Run in petroleum ether, COCCOC (1,2-dimethoxyethane), O (water). Conditions: time 8 hour. The product is C12SC(C(C=C1)C2)=NO (2-Thiabicyclo[2.2.1]hept-5-en-3-one oxime). As a reaction SMILES: [CH:1]1[CH2:5][CH:4]=[CH:3][CH:2]=1.[C:6](Cl)(Cl)=[S:7].[NH2:10][OH:11]>COCCOC.O>[CH:2]12[CH2:1][CH:5]([CH:4]=[CH:3]1)[C:6](=[N:10][OH:11])[S:7]2. Reported procedure: A stirred solution of 33 g (0.5 m) of cyclopentadiene in 150 ml of petroleum ether was maintained at 0° to -10° C. as 23 g (0.2 m) of thiophosgene was added over 25 minutes. The colorless solution was stripped of volatiles. A solution of the residue in 200 ml of 1,2-dimethoxyethane was added over one hour at 0° C. to 2.0 m of hydroxylamine in 500 ml of water. The reaction mixture was stirred overnight and allowed to come to room temperature. A dried methylene chloride extract was stripped to yie... Reactants: NC=1C=C(C=CC1)P(C1=CC(=CC=C1)N)C1=CC(=CC=C1)N (tris(3-aminophenyl)phosphine), Cl (hydrochloric acid). The solvent is O (water). Run at time 30 minute. Yields the product [Cl-].[Cl-].[Cl-].[NH3+]C=1C=C(C=CC1)P(C1=CC(=CC=C1)[NH3+])C1=CC(=CC=C1)[NH3+] (tris(3-ammoniophenyl)phosphine trichloride). Yield: 78.0%. As a reaction SMILES: [NH2:1][C:2]1[CH:3]=[C:4]([P:8]([C:16]2[CH:21]=[CH:20][CH:19]=[C:18]([NH2:22])[CH:17]=2)[C:9]2[CH:14]=[CH:13][CH:12]=[C:11]([NH2:15])[CH:10]=2)[CH:5]=[CH:6][CH:7]=1.[ClH:23]>O>[Cl-:23].[Cl-:23].[Cl-:23].[NH3+:1][C:2]1[CH:3]=[C:4]([P:8]([C:16]2[CH:21]=[CH:20][CH:19]=[C:18]([NH3+:22])[CH:17]=2)[C:9]2[CH:14]=[CH:13][CH:12]=[C:11]([NH3+:15])[CH:10]=2)[CH:5]=[CH:6][CH:7]=1 |f:3.4.5.6|. Procedure: An aqueous solution of 3.04 g (9.90 mmol) of tris(3-aminophenyl)phosphine in 100 ml of water was treated with 13.5 ml of hydrochloric acid (2 N) and the clear solution was stirred at room temperature for 30 minutes. The solvent was distilled off at 60° C. under reduced pressure, giving 3.21 g of tris(3-ammoniophenyl)phosphine trichloride as a colorless solid (yield: 78%). Reactants: N1CCC(CC1)NC(=O)C1=CNC2=C1N=CN=C2C2=C(C=CC(=C2)C)OCC2CC2 (4-(2-cyclopropylmethoxy-5-methyl-phenyl)-5H-pyrrolo[3,2-d]pyrimidine-7-carboxylic acid piperidin-4-ylamide), ClC(=O)C1(CC1)OC(C)=O (acetic acid 1-chlorocarbonyl-cyclopropyl ester). The product is OC1(CC1)C(=O)N1CCC(CC1)NC(=O)C1=CNC2=C1N=CN=C2C2=C(C=CC(=C2)C)OCC2CC2 (4-(2-Cyclopropylmethoxy-5-methyl-phenyl)-5H-pyrrolo[3,2-d]pyrimidine-7-carboxylic acid [1-(1-hydroxy-cyclopropanecarbonyl)-piperidin-4-yl]-amide). Reaction SMILES: [NH:1]1[CH2:6][CH2:5][CH:4]([NH:7][C:8]([C:10]2[C:14]3[N:15]=[CH:16][N:17]=[C:18]([C:19]4[CH:24]=[C:23]([CH3:25])[CH:22]=[CH:21][C:20]=4[O:26][CH2:27][CH:28]4[CH2:30][CH2:29]4)[C:13]=3[NH:12][CH:11]=2)=[O:9])[CH2:3][CH2:2]1.Cl[C:32]([C:34]1([O:37]C(=O)C)[CH2:36][CH2:35]1)=[O:33]>>[OH:37][C:34]1([C:32]([N:1]2[CH2:2][CH2:3][CH:4]([NH:7][C:8]([C:10]3[C:14]4[N:15]=[CH:16][N:17]=[C:18]([C:19]5[CH:24]=[C:23]([CH3:25])[CH:22]=[CH:21][C:20]=5[O:26][CH2:27][CH:28]5[CH2:29][CH2:30]5)[C:13]=4[NH:12][CH:11]=3)=[O:9])[CH2:5][CH2:6]2)=[O:33])[CH2:36][CH2:35]1. Procedure: Starting from 4-(2-cyclopropylmethoxy-5-methyl-phenyl)-5H-pyrrolo[3,2-d]pyrimidine-7-carboxylic acid piperidin-4-ylamide (example A171) and acetic acid 1-chlorocarbonyl-cyclopropyl ester the title compound is obtained as colorless solid. Reactants: C(C)(C)(CC(C)(C)C)N1SC=CC1=O (2-t-octyl-3-isothiazolone), ClN1C(CCC1=O)=O (N-chlorosuccinimide), C1(CCC(N1)=O)=O (succinimide). Solvent: C(Cl)(Cl)Cl (chloroform). Conditions: time 2.5 hour. Yields the product ClC=1C(N(SC1)C(C)(C)CC(C)(C)C)=O (4-chloro-2-t-octyl-3-isothiazolone). As a reaction SMILES: [C:1]([N:9]1[C:13](=[O:14])[CH:12]=[CH:11][S:10]1)([CH2:4][C:5]([CH3:8])([CH3:7])[CH3:6])([CH3:3])[CH3:2].[Cl:15]N1C(=O)CCC1=O.C1(=O)NC(=O)CC1>C(Cl)(Cl)Cl>[Cl:15][C:12]1[C:13](=[O:14])[N:9]([C:1]([CH2:4][C:5]([CH3:7])([CH3:8])[CH3:6])([CH3:2])[CH3:3])[S:10][CH:11]=1. Procedure: To a solution of 10.7 g. (0.05 mole) of 2-t-octyl-3-isothiazolone in 100 ml. of chloroform is added in a single portion 13.3 g. (0.1 mole) of N-chlorosuccinimide. The mixture warms somewhat but does not require cooling. After stirring for 2.5 hours, the mixture is filtered giving 7.5 g. of crude succinimide. The filtrate is evaporated under reduced pressure and the residue dissolved in ether. The ether solution is extracted with water, dried over anhydrous magnesium sulfate, and evaporated to a ... The reactants are CN(Cc1ccc(N)cc1)C1CCOCC1, CN(C)C=O, CN(C)c1ccncc1, O=C(O)C1=Cc2cc(-c3ccc(N4CCCC4)cc3)ccc2OCC1, On1nnc2ccccc21. Product: CN(Cc1ccc(NC(=O)C2=Cc3cc(-c4ccc(N5CCCC5)cc4)ccc3OCC2)cc1)C1CCOCC1. Reaction SMILES: [CH3:26][N:27]([CH:28]1[CH2:29][CH2:30][O:31][CH2:32][CH2:33]1)[CH2:34][c:35]1[cH:36][cH:37][c:38]([NH2:39])[cH:40][cH:41]1.[CH3:52][N:53]([CH3:54])[CH:55]=[O:56].[CH3:57][N:58]([CH3:59])[c:60]1[cH:61][cH:62][n:63][cH:64][cH:65]1.[N:1]1([c:6]2[cH:7][cH:8][c:9](-[c:12]3[cH:13][cH:14][c:15]4[c:16]([cH:25]3)[CH:17]=[C:18]([C:22](=[O:23])[OH:24])[CH2:19][CH2:20][O:21]4)[cH:10][cH:11]2)[CH2:2][CH2:3][CH2:4][CH2:5]1.[OH:42][n:43]1[c:44]2[cH:45][cH:46][cH:47][cH:48][c:49]2[n:50][n:51]1>>[N:1]1([c:6]2[cH:7][cH:8][c:9](-[c:12]3[cH:13][cH:14][c:15]4[c:16]([cH:25]3)[CH:17]=[C:18]([C:22](=[O:24])[NH:39][c:38]3[cH:37][cH:36][c:35]([CH2:34][N:27]([CH3:26])[CH:28]5[CH2:29][CH2:30][O:31][CH2:32][CH2:33]5)[cH:41][cH:40]3)[CH2:19][CH2:20][O:21]4)[cH:10][cH:11]2)[CH2:2][CH2:3][CH2:4][CH2:5]1.